describe an organic reaction: reactants, conditions, products, and yield From a dataset of the Open Reaction Database (ORD), a public repository of structured organic reaction records. Reaction SMILES: Cl.[O:2]1[CH:6]=[CH:5][C:4]([C:7]([CH2:9][NH2:10])=[O:8])=[CH:3]1.C(=O)(O)[O-].[Na+].[F:16][C:17]1[CH:25]=[CH:24][C:20]([C:21](Cl)=[O:22])=[CH:19][CH:18]=1>>[F:16][C:17]1[CH:25]=[CH:24][C:20]([C:21]([NH:10][CH2:9][C:7]([C:4]2[CH:5]=[CH:6][O:2][CH:3]=2)=[O:8])=[O:22])=[CH:19][CH:18]=1 |f:0.1,2.3|. The product is FC1=CC=C(C(=O)NCC(=O)C2=COC=C2)C=C1 (N-(4-fluorobenzoyl)-(3-furylcarbonyl)methylamine). Procedure details: 6.0 g of (3-furylcarbonyl)methylamine hydrochloride, 7.8 g of sodium bicarbonate and 6.4 g of 4-fluorobenzoyl chloride are treated in the same manner as described in Preparation 1-(1). 8.5 g of N-(4-fluorobenzoyl)-(3-furylcarbonyl)methylamine are thereby obtained. Yield: 92.4% Isolated yield 92.6%. Starting materials: Cl.O1C=C(C=C1)C(=O)CN ((3-furylcarbonyl)methylamine hydrochloride), C([O-])(O)=O.[Na+] (sodium bicarbonate), FC1=CC=C(C(=O)Cl)C=C1 (4-fluorobenzoyl chloride). Starting materials: [Li]CCCC, COc1cccc(CC(=O)O)c1, COc1cccc(CCOS(C)(=O)=O)c1, CCCCCC, CC(C)[N-]C(C)C, CC(C)NC(C)C, [Li+], C1CCOC1, O. Yields the product COc1cccc(CCC(C(=O)O)c2cccc(OC)c2)c1. As a reaction SMILES: [CH2:28]([Li:29])[CH2:30][CH2:31][CH3:32].[CH3:1][O:2][c:3]1[cH:4][c:5]([CH2:9][C:10](=[O:11])[OH:12])[cH:6][cH:7][cH:8]1.[CH3:33][S:34]([O:35][CH2:38][CH2:39][c:40]1[cH:41][c:42]([O:46][CH3:47])[cH:43][cH:44][cH:45]1)(=[O:36])=[O:37].[CH3:53][CH2:54][CH2:55][CH2:56][CH2:57][CH3:58].[CH:13]([N-:14][CH:15]([CH3:16])[CH3:17])([CH3:18])[CH3:19].[CH:21]([NH:22][CH:23]([CH3:24])[CH3:25])([CH3:26])[CH3:27].[Li+:20].[O:48]1[CH2:49][CH2:50][CH2:51][CH2:52]1.[OH2:59]>>[CH3:1][O:2][c:3]1[cH:4][c:5]([CH:9]([C:10](=[O:11])[OH:12])[CH2:38][CH2:39][c:40]2[cH:41][c:42]([O:46][CH3:47])[cH:43][cH:44][cH:45]2)[cH:6][cH:7][cH:8]1. RXN SMILES: [C:20](=[O:21])([O-:22])[O-:23].[CH3:27][C:28](=[O:29])[CH3:30].[Cl:1][CH2:2][C:3](=[O:4])[NH:5][c:6]1[cH:7][c:8]([CH:13]([C:14](=[O:15])[O:16][CH2:17][CH3:18])[CH3:19])[cH:9][cH:10][c:11]1[OH:12].[K+:24].[K+:25].[OH2:26]>>[CH2:2]1[C:3](=[O:4])[NH:5][c:6]2[cH:7][c:8]([CH:13]([C:14](=[O:15])[O:16][CH2:17][CH3:18])[CH3:19])[cH:9][cH:10][c:11]2[O:12]1. The product is CCOC(=O)C(C)c1ccc2c(c1)NC(=O)CO2. Starting materials: O=C([O-])[O-], CC(C)=O, CCOC(=O)C(C)c1ccc(O)c(NC(=O)CCl)c1, [K+], [K+], O. Reactants: CNC(=O)NC(=O)N (1-methylbiuret), C(=O)OCC (ethyl formate), ( 3 ), [Na] (sodium), ( 5 ), Cl (hydrogen chloride). Run in C1=CC=CC=C1 (benzene), C(C)O (ethanol), O (water). Conditions: temperature 60 celsius. The product is CN1C(=O)NC(=O)N=C1 (1-methyl-5-azauracil). Isolated yield 90.0%. RXN SMILES: [CH3:1][NH:2][C:3]([NH:5][C:6]([NH2:8])=[O:7])=[O:4].[Na].[CH:10](OCC)=O.Cl>O.C1C=CC=CC=1.C(O)C>[CH3:1][N:2]1[CH:10]=[N:8][C:6](=[O:7])[NH:5][C:3]1=[O:4] |^1:8|. Procedure details: A reaction mixture consisting of 70.2 gm (0.6 mole) of the 1-methylbiuret prepared in Part A above, 3.5 liter absolute ethanol, and 200 ml. benzene is heated to the reflux temperature with stirring in a 5-liter, three-necked flask fitted with a reflux condenser, a stirrer, and thermometer. The top of the condenser is fitted with a nitrogen outlet, but no water is run through the condenser. After removing the nitrogen outlet, 200 ml. of the medium is allowed to distill through the condenser. The ... Reported procedure: For reference, effect of temperature and time of catalytic reduction on reaction yield are studied using a 500 mL Parr reactor, 50 psi NH3, dioxane (0.07M, 1 wt %) and 5 wt % 5% Pd/Al2O3 catalyst are studied using trans,trans-muconic acid as the substrate. The trans,trans-muconic acid is hydrogenated in situ by the catalyst to form adipic acid. Initial hydrogen pressure is 200 psi, so that the total initial pressure after charging with hydrogen is 250 psi. Results are shown in Table 5A. The time... Yields the product C(CCCCC(=O)O)(=O)O (adipic acid). The reagents and catalysts are Pd Al2O3. Reaction SMILES: N.[C:2]([OH:11])(=[O:10])/[CH:3]=[CH:4]/[CH:5]=[CH:6]/[C:7]([OH:9])=[O:8]>O1CCOCC1>[C:2]([OH:11])(=[O:10])[CH2:3][CH2:4][CH2:5][CH2:6][C:7]([OH:9])=[O:8]. Run in O1CCOCC1 (dioxane). Reactants: N (NH3), C(\C=C\C=C\C(=O)O)(=O)O (trans,trans-muconic acid), C(\C=C\C=C\C(=O)O)(=O)O (trans,trans-muconic acid). The reactants are CO, Cc1ccc(C(=O)CCCC(C)C(=O)O)cc1, [Na+], [OH-]. The product is Cc1ccc(C(=O)CCCCC(=O)O)cc1. As a reaction SMILES: [CH3:20][OH:21].[CH3:3][CH:4]([C:5](=[O:6])[OH:7])[CH2:8][CH2:9][CH2:10][C:11]([c:12]1[cH:13][cH:14][c:15]([CH3:18])[cH:16][cH:17]1)=[O:19].[Na+:2].[OH-:1]>>[CH2:4]([C:5](=[O:6])[OH:7])[CH2:8][CH2:9][CH2:10][C:11]([c:12]1[cH:13][cH:14][c:15]([CH3:18])[cH:16][cH:17]1)=[O:19]. The reactants are N[C@@H](C(C)C)C(=O)C(F)(F)C(F)(F)F.Cl (H-Val-CF2CF3.hydrochloride), N([C@@H](C(C)C)C(=O)N1[C@H](C(=O)O)CCC1)C(=O)OC(C)(C)C (Boc-Val-Pro-OH), C(C(C)C)OC(=O)Cl (isobutylchloroformate), CN1CCOCC1 (N-methylmorpholine). Run in C(Cl)Cl (methylene chloride). Run at temperature -22 celsius, time 20 minute. Yields the product N([C@@H](C(C)C)C(=O)N1[C@H](C(=O)N[C@@H](C(C)C)C(=O)C(F)(F)C(F)(F)F)CCC1)C(=O)OC(C)(C)C (Boc-Val-Pro-Val-CF2CF3). The yield is 78.6%. RXN SMILES: [NH:1]([C:16]([O:18][C:19]([CH3:22])([CH3:21])[CH3:20])=[O:17])[C@H:2]([C:6]([N:8]1[CH2:15][CH2:14][CH2:13][C@H:9]1[C:10]([OH:12])=O)=[O:7])[CH:3]([CH3:5])[CH3:4].CN1CCOCC1.C(OC(Cl)=O)C(C)C.[NH2:38][C@H:39]([C:43]([C:45]([C:48]([F:51])([F:50])[F:49])([F:47])[F:46])=[O:44])[CH:40]([CH3:42])[CH3:41].Cl>C(Cl)Cl>[NH:1]([C:16]([O:18][C:19]([CH3:22])([CH3:21])[CH3:20])=[O:17])[C@H:2]([C:6]([N:8]1[CH2:15][CH2:14][CH2:13][C@H:9]1[C:10]([NH:38][C@H:39]([C:43]([C:45]([C:48]([F:49])([F:50])[F:51])([F:46])[F:47])=[O:44])[CH:40]([CH3:41])[CH3:42])=[O:12])=[O:7])[CH:3]([CH3:4])[CH3:5] |f:3.4|. Procedure: Dissolve Boc-Val-Pro-OH (314 mg, 1.0 mmol) in methylene chloride (4 mL) and add N-methylmorpholine (252 mg, 2.5 mmol). Cool to -22° C. and add isobutylchloroformate (136 mg, 1.0 mmol). Stir for 20 minutes and add to H-Val-CF2CF3.hydrochloride (1.1 mmol). Stir for 1 hour at -22° C., allow to warm to room temperature and stir for 3 hours. Purify by silica gel chromatography (40% ethyl acetate/hexane) to give the title compound (405 mg). Starting materials: [Li]CCCC (n-BuLi), BrC1=C(C=CC=C1)C1=C(C=CC=C1)OC (2-bromo-2′methoxy-1,1′-biphenyl), ClP(C1CCCCC1)C1CCCCC1 (chlorodicyclohexylphosphine). Run in C1CCOC1 (THF), C1CCOC1 (THF). Run at time 2.5 hour. Product: C1(CCCCC1)P(C1=C(C=CC=C1)C1=C(C=CC=C1)OC)C1CCCCC1 (2-Dicvclohexylphosphino-2′-methoxy-1,1′-biphenyl). Yield: 54.4%. Reaction SMILES: Br[C:2]1[CH:7]=[CH:6][CH:5]=[CH:4][C:3]=1[C:8]1[CH:13]=[CH:12][CH:11]=[CH:10][C:9]=1[O:14][CH3:15].[Li]CCCC.Cl[P:22]([CH:29]1[CH2:34][CH2:33][CH2:32][CH2:31][CH2:30]1)[CH:23]1[CH2:28][CH2:27][CH2:26][CH2:25][CH2:24]1>C1COCC1>[CH:29]1([P:22]([CH:23]2[CH2:24][CH2:25][CH2:26][CH2:27][CH2:28]2)[C:2]2[CH:7]=[CH:6][CH:5]=[CH:4][C:3]=2[C:8]2[CH:13]=[CH:12][CH:11]=[CH:10][C:9]=2[O:14][CH3:15])[CH2:30][CH2:31][CH2:32][CH2:33][CH2:34]1. Procedure: A solution of 2-bromo-2′methoxy-1,1′-biphenyl (535 mg, 2.03 mmol) in THF (20 mL) was cooled to −78° C. under argon, then n-BuLi (1.6 M in hexane, 1.35 mL, 2.16 mmol) was added dropwise. After 2.5 h at −78° C., a solution of chlorodicyclohexylphosphine (570 mg, 2.45 mmol) in THF (3 mL) was added over 10 min. The reaction mixture was then allowed to warm to room temperature overnight, then quenched with saturated aqueous NaHCO3 and concentrated in vacuo. The resulting aqueous suspension was extrac... The reactants are CC(=O)O, CCOC(OCC)OCC, [Fe], CC1CN(Cc2ccccc2)CCC1Nc1c([N+](=O)[O-])cnc2c1ccn2S(=O)(=O)c1ccccc1. Yields the product CC(=O)Nc1cnc2c(ccn2S(=O)(=O)c2ccccc2)c1NC1CCN(Cc2ccccc2)CC1C. Reaction SMILES: [CH3:47][C:48](=[O:49])[OH:50].[CH:37]([O:38][CH2:39][CH3:40])([O:41][CH2:42][CH3:43])[O:44][CH2:45][CH3:46].[Fe:51].[c:1]1([S:7](=[O:8])(=[O:9])[n:10]2[cH:11][cH:12][c:13]3[c:14]2[n:15][cH:16][c:17]([N+:34]([O-:35])=[O:36])[c:18]3[NH:19][CH:20]2[CH:21]([CH3:33])[CH2:22][N:23]([CH2:26][c:27]3[cH:28][cH:29][cH:30][cH:31][cH:32]3)[CH2:24][CH2:25]2)[cH:2][cH:3][cH:4][cH:5][cH:6]1>>[c:1]1([S:7](=[O:8])(=[O:9])[n:10]2[cH:11][cH:12][c:13]3[c:14]2[n:15][cH:16][c:17]([NH:34][C:39](=[O:38])[CH3:40])[c:18]3[NH:19][CH:20]2[CH:21]([CH3:33])[CH2:22][N:23]([CH2:26][c:27]3[cH:28][cH:29][cH:30][cH:31][cH:32]3)[CH2:24][CH2:25]2)[cH:2][cH:3][cH:4][cH:5][cH:6]1.